This data is from the Open Reaction Database (ORD), a public repository of structured organic reaction records. The task is: describe an organic reaction: reactants, conditions, products, and yield Reactants: [OH-].[Na+] (NaOH), N1(N=CC=C1)C1=CC2=C(N(C=N2)C=2C=C(C=C(C2)N2C=CC=C2)NC(C)=O)C=C1 (N-(3-(5-(1H-pyrazol-1-yl)-1H-benzo[d]imidazol-1-yl)-5-(1H-pyrrol-1-yl)-phenyl)acetamide). Solvent: C(C)(=O)OCC (ethyl acetate), C(C)O (ethanol). Product: N1(N=CC=C1)C1=CC2=C(N(C=N2)C=2C=C(N)C=C(C2)N2C=CC=C2)C=C1 (3-(5-(1H-pyrazol-1-yl)-1H-benzo[d]imidazol-1-yl)-5-(1H-pyrrol-1-yl)aniline). Yield: 85.0%. Reaction SMILES: [OH-].[Na+].[N:3]1([C:8]2[CH:31]=[CH:30][C:11]3[N:12]([C:15]4[CH:16]=[C:17]([NH:26]C(=O)C)[CH:18]=[C:19]([N:21]5[CH:25]=[CH:24][CH:23]=[CH:22]5)[CH:20]=4)[CH:13]=[N:14][C:10]=3[CH:9]=2)[CH:7]=[CH:6][CH:5]=[N:4]1>C(O)C.C(OCC)(=O)C>[N:3]1([C:8]2[CH:31]=[CH:30][C:11]3[N:12]([C:15]4[CH:16]=[C:17]([CH:18]=[C:19]([N:21]5[CH:25]=[CH:24][CH:23]=[CH:22]5)[CH:20]=4)[NH2:26])[CH:13]=[N:14][C:10]=3[CH:9]=2)[CH:7]=[CH:6][CH:5]=[N:4]1 |f:0.1|. Procedure details: A mixture of 10% NaOH (5 ml) and the compound of Example 96 (1.45 g, 3.79 mmol) in 25 ml ethanol was heated at 100° C. for 2 h. The mixture was diluted with ethyl acetate (100 ml) and the organic layer was washed with water (50 ml) and brine (25 ml). The solvent was removed under reduced pressure and the residue was purified by column chromatography over silica gel to give the product in 85% yield (1.1 g). The reactants are COC1(OC)C2C=CC1CN(Cc1ccccc1)C2, CCOC(C)=O. Product: COC1(OC)C2CCC1CN(Cc1ccccc1)C2. RXN SMILES: [CH2:1]([c:2]1[cH:3][cH:4][cH:5][cH:6][cH:7]1)[N:8]1[CH2:9][CH:10]2[CH:11]=[CH:12][CH:13]([CH2:14]1)[C:15]2([O:16][CH3:17])[O:18][CH3:19].[CH3:20][CH2:21][O:22][C:23]([CH3:24])=[O:25]>>[CH2:1]([c:2]1[cH:3][cH:4][cH:5][cH:6][cH:7]1)[N:8]1[CH2:9][CH:10]2[CH2:11][CH2:12][CH:13]([CH2:14]1)[C:15]2([O:16][CH3:17])[O:18][CH3:19]. Procedure: In a manner similar to Example 4, the reaction of 0.50 g (0.0013 mole) of 2-chloro-3-[2,4-dichloro-5-(4-difluoromethyl-4,5-dihydro-3-methyl-5-oxo-1H-1,2,4-triazol-1-yl)phenyl]propionic acid (Compound 2) with 5 mL of thionyl chloride produced a residue. To this residue was added 0.50 g (0.0052 mole) of methanesulfonamide. The mixture was stirred and heated at 120° C. for two hours The mixture was cooled, diluted with methylene chloride, and a resultant precipitate was removed by filtration. The f... Yields the product CS(=O)(=O)NC(C(CC1=C(C=C(C(=C1)N1N=C(N(C1=O)C(F)F)C)Cl)Cl)Cl)=O (N-methylsulfonyl-2-chloro-3-[2,4-dichloro-5-(4-difluoromethyl-4,5-dihydro-3-methyl-5-oxo-1H-1,2,4-triazol-1-yl)phenyl]propionamide). The reactants are ClC(C(=O)O)CC1=C(C=C(C(=C1)N1N=C(N(C1=O)C(F)F)C)Cl)Cl (2-chloro-3-[2,4-dichloro-5-(4-difluoromethyl-4,5-dihydro-3-methyl-5-oxo-1H-1,2,4-triazol-1-yl)phenyl]propionic acid), ClC(C(=O)O)CC1=C(C=C(C(=C1)N1N=C(N(C1=O)C(F)F)C)Cl)Cl (2-chloro-3-[2,4-dichloro-5-(4-difluoromethyl-4,5-dihydro-3-methyl-5-oxo-1H-1,2,4-triazol-1-yl)phenyl]propionic acid), S(=O)(Cl)Cl (thionyl chloride), CS(=O)(=O)N (methanesulfonamide). Conditions: temperature 120 celsius. Run in C(Cl)Cl (methylene chloride). The yield is 33.8%. RXN SMILES: [Cl:1][CH:2]([CH2:6][C:7]1[CH:12]=[C:11]([N:13]2[C:17](=[O:18])[N:16]([CH:19]([F:21])[F:20])[C:15]([CH3:22])=[N:14]2)[C:10]([Cl:23])=[CH:9][C:8]=1[Cl:24])[C:3](O)=[O:4].S(Cl)(Cl)=O.[CH3:29][S:30]([NH2:33])(=[O:32])=[O:31]>C(Cl)Cl>[CH3:29][S:30]([NH:33][C:3](=[O:4])[CH:2]([Cl:1])[CH2:6][C:7]1[CH:12]=[C:11]([N:13]2[C:17](=[O:18])[N:16]([CH:19]([F:21])[F:20])[C:15]([CH3:22])=[N:14]2)[C:10]([Cl:23])=[CH:9][C:8]=1[Cl:24])(=[O:32])=[O:31]. Reactants: BrC1=C(NC(CC#N)=O)C=CC=C1 (2'-bromo-2-cyanoacetanilide), COC(N(C)C)OC (N,N-dimethylformamide dimethylacetal). The product is BrC1=C(NC(C(=CN(C)C)C#N)=O)C=CC=C1 (2'-bromo-2-cyano-3-dimethylaminoacrylanilide). RXN SMILES: [Br:1][C:2]1[CH:13]=[CH:12][CH:11]=[CH:10][C:3]=1[NH:4][C:5](=[O:9])[CH2:6][C:7]#[N:8].CO[CH:16](OC)[N:17]([CH3:19])[CH3:18]>>[Br:1][C:2]1[CH:13]=[CH:12][CH:11]=[CH:10][C:3]=1[NH:4][C:5](=[O:9])[C:6]([C:7]#[N:8])=[CH:16][N:17]([CH3:18])[CH3:19]. Procedure details: As for Example 1, 2'-bromo-2-cyanoacetanilide, white crystals, m.p. 140°-141° C. (prepared as described in U.S. Pat. No. 3,116,312), is heated with N,N-dimethylformamide dimethylacetal to give 2'-bromo-2-cyano-3-dimethylaminoacrylanilide as off-white prisms, m.p. 91°-93° C.